Dataset: the Open Reaction Database (ORD), a public repository of structured organic reaction records. Task: describe an organic reaction: reactants, conditions, products, and yield As a reaction SMILES: [Na+:21].[OH-:20].[OH:4][S:5]([O:6][CH2:9][CH:10]1[NH:11][CH2:12][c:13]2[cH:14][cH:15][cH:16][cH:17][c:18]2[CH2:19]1)(=[O:7])=[O:8].[S:1]=[C:2]=[S:3]>>[S:1]1[C:2](=[S:3])[N:11]2[CH:10]([CH2:9]1)[CH2:19][c:18]1[c:13]([cH:14][cH:15][cH:16][cH:17]1)[CH2:12]2. Yields the product S=C1SCC2Cc3ccccc3CN12. The reactants are [Na+], [OH-], O=S(=O)(O)OCC1Cc2ccccc2CN1, S=C=S. The reactants are CN(S(=O)(=O)C)C=1C=C(C=C(C(=O)OC)C1)C(=O)OC (dimethyl 5-(N-methylmethylsulfonamido)isophthalate), C(CCl)Cl.C=1C=CC2=C(C1)N=NN2O.CCN(C(C)C)C(C)C (EDC HOBT DIPEA), CNCC1=CC=CC=C1 (methylbezylamine). Yields the product CN(S(=O)(=O)C)C=1C=C(C(=O)OC)C=C(C1)C(NC(C)C1=CC=CC=C1)=O (methyl 3-(N-methylmethylsulfonamido)-5-(1-phenylethylcarbamoyl)benzoate). Reaction SMILES: [CH3:1][N:2]([C:7]1[CH:8]=[C:9]([C:17]([O:19]C)=O)[CH:10]=[C:11]([CH:16]=1)[C:12]([O:14][CH3:15])=[O:13])[S:3]([CH3:6])(=[O:5])=[O:4].C(Cl)CCl.[CH:25]1[CH:26]=[CH:27][C:28]2N(O)N=N[C:29]=2[CH:30]=1.[CH3:35][CH2:36][N:37](C(C)C)C(C)C.CNCC1C=CC=CC=1>>[CH3:1][N:2]([C:7]1[CH:16]=[C:11]([CH:10]=[C:9]([C:17](=[O:19])[NH:37][CH:36]([C:29]2[CH:28]=[CH:27][CH:26]=[CH:25][CH:30]=2)[CH3:35])[CH:8]=1)[C:12]([O:14][CH3:15])=[O:13])[S:3]([CH3:6])(=[O:4])=[O:5] |f:1.2.3|. Procedure: Dimethyl 5-aminoisophthalate was mesylated by treating with methane sulfonylchloride and pyridine in dichloromethane. Then N-alkylation with methyl iodide under NaH/DMF condition gave dimethyl 5-(N-methylmethylsulfonamnido)isophthalate. Selective hydrolysis of dimethyl 5-(N-methylmethylsulfonamido)isophthalate, followed by EDC/HOBT/DIPEA mediated coupling with cc-methylbezylamine provided methyl 3-(N-methylmethylsulfonamido)-5-(1-phenylethylcarbamoyl)benzoate. Ester hydrolysis using aq. 1N NaOH ... Starting materials: [H-].[Na+] (Sodium hydride), CC(CC)(C)C1=C(C=CC(=C1)C(CC)(C)C)O (2,4-bis(1,1-dimethylpropyl)phenol), ClC1=C(C=NC=C1)[N+](=O)[O-] (4-Chloro-3-nitropyridine). The solvent is O1CCCC1 (tetrahydrofuran), O1CCCC1 (tetrahydrofuran). Conditions: temperature 50 celsius, time 30 minute. Product: [N+](=O)([O-])C=1C=NC=CC1OC1=C(C=C(C=C1)C(CC)(C)C)C(CC)(C)C (3-nitro-4-(2,4-bis(1,1-dimethylpropyl)phenoxy)-pyridine). The yield is 65.0%. RXN SMILES: [CH3:1][C:2]([C:6]1[CH:11]=[C:10]([C:12]([CH3:16])([CH3:15])[CH2:13][CH3:14])[CH:9]=[CH:8][C:7]=1[OH:17])([CH3:5])[CH2:3][CH3:4].[H-].[Na+].Cl[C:21]1[CH:26]=[CH:25][N:24]=[CH:23][C:22]=1[N+:27]([O-:29])=[O:28]>O1CCCC1>[N+:27]([C:22]1[CH:23]=[N:24][CH:25]=[CH:26][C:21]=1[O:17][C:7]1[CH:8]=[CH:9][C:10]([C:12]([CH3:15])([CH3:16])[CH2:13][CH3:14])=[CH:11][C:6]=1[C:2]([CH3:1])([CH3:5])[CH2:3][CH3:4])([O-:29])=[O:28] |f:1.2|. Reported procedure: A solution of 2,4-bis(1,1-dimethylpropyl)phenol (9.23 g, 0.039 mol) in dry tetrahydrofuran (30 mL) was stirred at room temperature under nitrogen atmosphere. Sodium hydride (1.14 g of 80% dispersion, 0.04 mol) in dry tetrahydrofuran (10 mL) was added and the mixture stirred for 30 minutes to give a clear, green solution. 4-Chloro-3-nitropyridine (5.0 g, 0.032 mol) was added and the mixture heated to 50° C. for 4 hours. The mixture was cooled and submitted to aqueous, acidic work-up. The crude pr... The reactants are O (water), C(C)(=O)OCC (ethyl acetate), C(C)(C)C1=CC=C(C=C1)C1=NC(N(C2=CC=C(C=C12)OCC#C)CC1=CC(=CC=C1)[N+](=O)[O-])=O (4-(4-isopropyl-phenyl)-1-(3-nitro-benzyl)-6-propargyloxy-1H-quinazolin-2-one). The reagents and catalysts are [Fe] (iron), [Fe] (iron). The solvent is C(C)(=O)O (acetic acid). Run at temperature 40 celsius, time 8 hour. Yields the product NC=1C=C(CN2C(N=C(C3=CC(=CC=C23)OCC#C)C2=CC=C(C=C2)C(C)C)=O)C=CC1 (1-(3-amino-benzyl)-4-(4-isopropyl-phenyl)-6-propargyloxy-1H-quinazolin-2-one). Isolated yield 110.5%. As a reaction SMILES: [CH:1]([C:4]1[CH:9]=[CH:8][C:7]([C:10]2[C:19]3[C:14](=[CH:15][CH:16]=[C:17]([O:20][CH2:21][C:22]#[CH:23])[CH:18]=3)[N:13]([CH2:24][C:25]3[CH:30]=[CH:29][CH:28]=[C:27]([N+:31]([O-])=O)[CH:26]=3)[C:12](=[O:34])[N:11]=2)=[CH:6][CH:5]=1)([CH3:3])[CH3:2].C(OCC)(=O)C.O>C(O)(=O)C.[Fe]>[NH2:31][C:27]1[CH:26]=[C:25]([CH:30]=[CH:29][CH:28]=1)[CH2:24][N:13]1[C:14]2[C:19](=[CH:18][C:17]([O:20][CH2:21][C:22]#[CH:23])=[CH:16][CH:15]=2)[C:10]([C:7]2[CH:8]=[CH:9][C:4]([CH:1]([CH3:2])[CH3:3])=[CH:5][CH:6]=2)=[N:11][C:12]1=[O:34]. Reported procedure: A mixture of 5.7 g (12.57 mmol) of the aromatic nitro-compound prepared in step B and 5.7 g (0.10 mol; 8 eq.) iron powder in 85 ml acetic acid is heated to 40° C. and stirred overnight. After 16 h another 3.5 g iron powder is added and stirring continued for 4 h. The brown suspension is distributed between ethyl acetate and water. The organic layer is washed with sodium bicarbonate solution and brine. Concentration in vacuo leaves 5.88 g of yellow foam. Flash chromatography (petroleum ether/ethy... Run at temperature 140 celsius, time 30 minute. The reactants are O (water), FC(C=1C=NNC1)(F)F (4-trifluoromethylpyrazole), FC1=NC(=CC=C1)OC1=CC(=NN1C)C(F)(F)F (2-fluoro-6-(1-methyl-3-trifluoromethylpyrazol-5-yloxy)pyridine), [H-].[Na+] (NaH). Run in CC(=O)N(C)C (dimethylacetamide). Product: CN1N=C(C=C1OC1=NC(=CC=C1)N1N=CC(=C1)C(F)(F)F)C(F)(F)F (2-(1-methyl-3-trifluoromethylpyrazol-5-yloxy)-6-(4-trifluoromethylpyrazol-1-yl)pyridine). Procedure details: 0.262 g of 4-trifluoromethylpyrazole is introduced under nitrogen in 7 ml of dimethylacetamide and at 0° C. 0.057 g of NaH is added. The mixture is allowed to come to RT over 30 min and then 0.5 g of 2-fluoro-6-(1-methyl-3-trifluoromethylpyrazol-5-yloxy)pyridine is added and the mixture is heated at 140° C. for 7 h, cooled to RT and poured into water. The product is extracted twice with ethyl acetate/heptane (1:1), washed with water and saturated sodium chloride solution, dried over MgSO4 and co... Reaction SMILES: [F:1][C:2]([F:9])([F:8])[C:3]1[CH:4]=[N:5][NH:6][CH:7]=1.[H-].[Na+].F[C:13]1[CH:18]=[CH:17][CH:16]=[C:15]([O:19][C:20]2[N:24]([CH3:25])[N:23]=[C:22]([C:26]([F:29])([F:28])[F:27])[CH:21]=2)[N:14]=1.O>CC(N(C)C)=O>[CH3:25][N:24]1[C:20]([O:19][C:15]2[CH:16]=[CH:17][CH:18]=[C:13]([N:5]3[CH:4]=[C:3]([C:2]([F:9])([F:8])[F:1])[CH:7]=[N:6]3)[N:14]=2)=[CH:21][C:22]([C:26]([F:29])([F:27])[F:28])=[N:23]1 |f:1.2|. Isolated yield 48.3%.